Dataset: the Open Reaction Database (ORD), a public repository of structured organic reaction records. Task: describe an organic reaction: reactants, conditions, products, and yield Reactants: C(C1=CC=CC=C1)N1CC2C=CC(C2C1)=O (7-benzyl-2-oxo-7-azabicyclo[3.3.0]oct-3-ene), [H][H] (hydrogen). Yields the product C(C1=CC=CC=C1)N1CC2CCC(C2C1)=O (7-Benzyl-2-oxo-7-azabicyclo[3.3.0]octane). Run in C(C)(=O)OCC (ethyl acetate). The reagents and catalysts are [Rh] (rhodium-on-alumina). Procedure details: To an ethyl acetate (50 ml) solution of 7-benzyl-2-oxo-7-azabicyclo[3.3.0]oct-3-ene (1.45 g, 6.78 mmol) was added 5% rhodium-on-alumina (700 mg), and the mixture was stirred vigorously in a hydrogen atmosphere for 3.5 hours. The insoluble matter was removed by Celite filtration, and the filtrate was concentrated. The residue was purified by silica gel column chromatography (n-hexane:ethyl acetate=1:1) to give 1.22 g (5.70 mmol, 84%) of the title compound as a colorless oily substance. The TLC an... Reaction SMILES: [CH2:1]([N:8]1[CH2:15][CH:14]2[CH:10]([CH:11]=[CH:12][C:13]2=[O:16])[CH2:9]1)[C:2]1[CH:7]=[CH:6][CH:5]=[CH:4][CH:3]=1.[H][H]>[Rh].C(OCC)(=O)C>[CH2:1]([N:8]1[CH2:15][CH:14]2[CH:10]([CH2:11][CH2:12][C:13]2=[O:16])[CH2:9]1)[C:2]1[CH:3]=[CH:4][CH:5]=[CH:6][CH:7]=1. The yield is 84.1%. Starting materials: ClC=1C=CC(=C(C1)NC(OC(C)(C)C)=O)B1OC(C(O1)(C)C)(C)C (tert-butyl 5-chloro-2-(4,4,5,5-tetramethyl-1,3,2-dioxaborolan-2-yl)phenyl-carbamate), BrC=1C(=NC=CC1)C#N (3-bromopicolino-nitrile), tetrakis(triphenyl-phosphine)palladium, C([O-])([O-])=O.[K+].[K+] (potassium carbonate), C(C)(=O)OCC (ethyl acetate). Solvent: C1(=CC=CC=C1)C (toluene), CO (methanol), ClCCl (dichloromethane), O (water), CCCCCC (hexane). Reaction conditions: temperature 100 celsius, time 8 hour. Product: ClC1=CC=2C(=C3C=CC=NC3=C(N2)N)C=C1 (8-chlorobenzo[f][1,7]naphthyridin-5-amine). As a reaction SMILES: [Cl:1][C:2]1[CH:3]=[CH:4][C:5](B2OC(C)(C)C(C)(C)O2)=[C:6]([NH:8]C(=O)OC(C)(C)C)[CH:7]=1.Br[C:26]1[C:27]([C:32]#[N:33])=[N:28][CH:29]=[CH:30][CH:31]=1.C(=O)([O-])[O-].[K+].[K+].C(OCC)(=O)C>C1(C)C=CC=CC=1.CO.ClCCl.O.CCCCCC>[Cl:1][C:2]1[CH:3]=[CH:4][C:5]2=[C:26]3[C:27](=[C:32]([NH2:33])[N:8]=[C:6]2[CH:7]=1)[N:28]=[CH:29][CH:30]=[CH:31]3 |f:2.3.4|. Procedure: A solution of tert-butyl 5-chloro-2-(4,4,5,5-tetramethyl-1,3,2-dioxaborolan-2-yl)phenyl-carbamate (from step 2) (1.0 eq.) and 3-bromopicolino-nitrile (1.0 eq.) in toluene (0.44 M) was mixed with tetrakis(triphenyl-phosphine)palladium (5 mol %) and 2N aqueous potassium carbonate solution (2.0 eq.). The reaction was heated to 100° C. and stirred overnight. After cooling to ambient temperature, the reaction content was diluted with 2% methanol in dichloromethane and water. The two phases were separ... Reactants: FC=1C=CC2=C(C(N3[C@H](C=4N2C=NC4C(N)=NO)CC3)=O)C1 ((S)-7-fluoro-12,12a-dihydro-9-oxo-9H,11H-azeto[2,1-c]imidazo[1,5-a][1,4]benzodiazepine-1-carboxamidoxime), CN(CC(=O)O)C (N,N-dimethylglycine), C(=O)=O (CO2), C(=O)(N1C=NC=C1)N1C=NC=C1 (1,1'-carbonyldiimidazole). Run in CN(C=O)C (N,N-dimethylformamide). Conditions: temperature 90 celsius, time 8 hour. The product is FC=1C=CC2=C(C(N3[C@H](C=4N2C=NC4C4=NOC(=N4)CN(C)C)CC3)=O)C1 ((S)-7-fluoro-12,12a-dihydro-1-[5-(dimethylaminomethyl)-1,2,4-oxadiazol-3-yl]-9H,11H-azeto-[2,1-c]imidazo[1,5-a][1,4]benzodiazepin-9-one). The yield is 24.4%. Reaction SMILES: [CH3:1][N:2]([CH3:7])[CH2:3][C:4](O)=[O:5].C(N1C=CN=C1)(N1C=CN=C1)=O.C(=O)=O.[F:23][C:24]1[CH:25]=[CH:26][C:27]2[N:33]3[CH:34]=[N:35][C:36]([C:37](=[N:39]O)[NH2:38])=[C:32]3[C@@H:31]3[CH2:41][CH2:42][N:30]3[C:29](=[O:43])[C:28]=2[CH:44]=1>CN(C)C=O>[F:23][C:24]1[CH:25]=[CH:26][C:27]2[N:33]3[CH:34]=[N:35][C:36]([C:37]4[N:39]=[C:4]([CH2:3][N:2]([CH3:7])[CH3:1])[O:5][N:38]=4)=[C:32]3[C@@H:31]3[CH2:41][CH2:42][N:30]3[C:29](=[O:43])[C:28]=2[CH:44]=1. Reported procedure: 1.75 g (17 mmol) of N,N-dimethylglycine were dissolved in 20 ml of N,N-dimethylformamide and treated portionwise with 3.08 g (15 mmol) of 1,1'-carbonyldiimidazole. After completion of the CO2 evolution the solution was stirred at 70° for 30'. Then, 4.02 g (15 mmol) of (S)-7-fluoro-12,12a-dihydro-9-oxo-9H,11H-azeto[2,1-c]imidazo[1,5-a][1,4]benzodiazepine-1-carboxamidoxime were added and the mixture was stirred at 90° C. overnight. By evaporation of the solution, chromatography of the residue on 2... Starting materials: [C-]#[Si+] (silicon carbide), N12[Si]34N5[Si]16N3[Si]25N46 (silicon nitride), N12[Si]34N5[Si]16N3[Si]25N46 (silicon nitride), [C-]#[Si+] (silicon carbide), N12[Si]34N5[Si]16N3[Si]25N46 (silicon nitride). The reagents and catalysts are [O-2].[Y+3].[O-2].[O-2].[Y+3] (yttrium oxide). Solvent: C(C)O (ethanol). Run at time 18 hour. The product is N12[Si]34N5[Si]16N3[Si]25N46 (silicon nitride), [C-]#[Si+] (silicon carbide), C (carbon black). As a reaction SMILES: [N:1]12[Si:6]34[N:7]5[Si:4]61[N:5]3[Si:2]25[N:3]64.[C-:8]#[Si+:9]>[O-2].[Y+3].[O-2].[O-2].[Y+3].C(O)C>[N:1]12[Si:6]34[N:7]5[Si:4]61[N:5]3[Si:2]25[N:3]64.[C-:8]#[Si+:9].[CH4:8] |f:2.3.4.5.6|. Procedure details: 644 g of a silicon nitride powder (SN-E10 manufactured by Ube Industries, Ltd.; average particle size: 0.3 μm), 276 g of a silicon carbide (beta random ultrafine grade manufactured by Ibiden Co., Ltd.; average particle size: 0.27 μm), 80 g of an yttrium oxide powder (manufactured by Nippon Yttrium Co., Ltd.; average particle size: 1.4 μm) and 1000 g of ethanol as the dispersion medium were blended under pulverizing in a ball mill for 18 hours using 800 g of silicon nitride balls as a tumbling me... As a reaction SMILES: [Br:1][c:2]1[cH:3][cH:4][c:5]([C:8]2([NH:16][C:17](=[O:18])[O:19][C:20]([CH3:21])([CH3:22])[CH3:23])[CH2:9][C:10]3([CH2:11]2)[O:12][CH2:13][CH2:14][O:15]3)[cH:6][cH:7]1.[F:29][C:30]([F:31])([F:32])[C:33]([OH:34])=[O:35].[Na+:28].[O-:24][C:25]([OH:26])=[O:27]>>[Br:1][c:2]1[cH:3][cH:4][c:5]([C:8]2([NH2:16])[CH2:9][C:10]3([CH2:11]2)[O:12][CH2:13][CH2:14][O:15]3)[cH:6][cH:7]1. Starting materials: CC(C)(C)OC(=O)NC1(c2ccc(Br)cc2)CC2(C1)OCCO2, O=C(O)C(F)(F)F, [Na+], O=C([O-])O. Yields the product NC1(c2ccc(Br)cc2)CC2(C1)OCCO2. Reactants: O=C1C2=C(SCC1CC#N)SC=C2 (4-oxo-5,6-dihydro-4H-thieno[2,3-b]thiopyran-5-acetonitrile), Cl (hydrochloric acid), C(C)(=O)O (acetic acid), ice. Product: O=C1C2=C(SCC1CC(=O)O)SC=C2 (4-oxo-5,6-dihydro-4H-thieno[2,3-b]thiopyran-5-acetic acid). RXN SMILES: [O:1]=[C:2]1[CH:7](CC#N)[CH2:6][S:5][C:4]2[S:11][CH:12]=[CH:13][C:3]1=2.Cl.[C:15]([OH:18])(=[O:17])[CH3:16]>>[O:1]=[C:2]1[CH:7]([CH2:16][C:15]([OH:18])=[O:17])[CH2:6][S:5][C:4]2[S:11][CH:12]=[CH:13][C:3]1=2. Procedure details: To a solution of 25 g of 4-oxo-5,6-dihydro-4H-thieno[2,3-b]thiopyran-5-acetonitrile in 100 ml of acetic acid is added 50 ml of concentrated hydrochloric acid and the mixture is refluxed under heating for 2 hours. Then, the mixture is poured into 500 ml of ice-cold water. The precipitated crystals are collected by filtration, washed with water and recrystallized from a mixed solvent of toluene and isopropyl ether to give 16.5 g of 4-oxo-5,6-dihydro-4H-thieno[2,3-b]thiopyran-5-acetic acid as white... Reactants: CC(C(=O)O)(C)NC1=C(C=CC=C1)[N+](=O)[O-] (2-methyl-(2'-nitroanilino)-propionic acid). Yields the product CC(C(=O)O)(C)NC1=C(C=CC=C1)N (2-Methyl-(2'-aminoanilino)-propionic acid). Isolated yield 84.6%. Procedure: 30 g (mol/7.45) of 2-methyl-(2'-nitroanilino)-propionic acid in solution in 320 ml of methanol are hydrogenated in the presence of 3 g of palladium on carbon to 10% in an autoclave with a capacity of 500 ml. H2 pressure in the cold = 105 kg/cm2. Temperature = 25°-35° C. (exothermic). Duration: 5 minutes. Pressure drop (calculated): 53 kg (actual): 43 kg. After filtration of the catalyst and evaporation of the filtrate to dryness, 22 g of a pink-coloured solid of melting point 130°-132° C. are is... Solvent: CO (methanol). Reagents/catalysts: [Pd] (palladium on carbon). As a reaction SMILES: [CH3:1][C:2]([NH:7][C:8]1[CH:13]=[CH:12][CH:11]=[CH:10][C:9]=1[N+:14]([O-])=O)([CH3:6])[C:3]([OH:5])=[O:4]>CO.[Pd]>[CH3:6][C:2]([NH:7][C:8]1[CH:13]=[CH:12][CH:11]=[CH:10][C:9]=1[NH2:14])([CH3:1])[C:3]([OH:5])=[O:4].